This data is from the Open Reaction Database (ORD), a public repository of structured organic reaction records. The task is: describe an organic reaction: reactants, conditions, products, and yield Reactants: BrCC1=CC=C(C=C1)Cl (1-(bromomethyl)-4-chlorobenzene), [H-].[Na+] (sodium hydride), oil, [Si](C)(C)(C(C)(C)C)O[C@@H]1C(NCC1)=O ((S)-3-((tert-butyldimethylsilyl)oxy)pyrrolidin-2-one). Solvent: C1CCOC1 (THF), C1CCOC1 (THF). Reaction conditions: time 15 minute. Yields the product [Si](C)(C)(C(C)(C)C)O[C@@H]1C(N(CC1)CC1=CC=C(C=C1)Cl)=O ((S)-3-((tert-butyldimethylsilyl)oxy)-1-(4-chlorobenzyl)pyrrolidin-2-one). The yield is 47.1%. Reaction SMILES: [H-].[Na+].[Si:3]([O:10][C@H:11]1[CH2:15][CH2:14][NH:13][C:12]1=[O:16])([C:6]([CH3:9])([CH3:8])[CH3:7])([CH3:5])[CH3:4].Br[CH2:18][C:19]1[CH:24]=[CH:23][C:22]([Cl:25])=[CH:21][CH:20]=1>C1COCC1>[Si:3]([O:10][C@H:11]1[CH2:15][CH2:14][N:13]([CH2:18][C:19]2[CH:24]=[CH:23][C:22]([Cl:25])=[CH:21][CH:20]=2)[C:12]1=[O:16])([C:6]([CH3:9])([CH3:8])[CH3:7])([CH3:5])[CH3:4] |f:0.1|. Reported procedure: A 60% dispersion of sodium hydride in mineral oil (0.608 g, 13.9 mmol) was added to a stirred solution of (S)-3-((tert-butyldimethylsilyl)oxy)pyrrolidin-2-one (2.0 g, 9.29 mmol, from example 114, step A) in THF (7 mL) at 0° C. After 15 min, a solution of 1-(bromomethyl)-4-chlorobenzene (1.72 g, 8.37 mmol) in THF (7 mL) was added to the reaction mixture. The resulting mixture was stirred at RT for 6 h. The reaction was quenched with pellets of ice. The resulting mixture was extracted with EtOAc. ... Reactants: BrC(C#N)CC=1C=CC(=NC1)OCCC=1N=C(OC1C)C1=CC=CC=C1 (2-bromo-3-[2-[2-(5-methyl-2-phenyl-4-oxazolyl)ethoxy]-5-pyridyl]propionitrile). Reagents/catalysts: [C].[Pd] (palladium-carbon). Solvent: O1CCOCC1 (dioxane). Yields the product CC1=C(N=C(O1)C1=CC=CC=C1)CCOC1=NC=C(C=C1)CCC#N (3-[2-[2-(5-methyl-2-phenyl-4-oxazolyl)ethoxy]-5-pyridyl]propionitrile). Isolated yield 80.4%. RXN SMILES: Br[CH:2]([CH2:5][C:6]1[CH:7]=[CH:8][C:9]([O:12][CH2:13][CH2:14][C:15]2[N:16]=[C:17]([C:21]3[CH:26]=[CH:25][CH:24]=[CH:23][CH:22]=3)[O:18][C:19]=2[CH3:20])=[N:10][CH:11]=1)[C:3]#[N:4]>[C].[Pd].O1CCOCC1>[CH3:20][C:19]1[O:18][C:17]([C:21]2[CH:22]=[CH:23][CH:24]=[CH:25][CH:26]=2)=[N:16][C:15]=1[CH2:14][CH2:13][O:12][C:9]1[CH:8]=[CH:7][C:6]([CH2:5][CH2:2][C:3]#[N:4])=[CH:11][N:10]=1 |f:1.2|. Procedure: A mixture of 2-bromo-3-[2-[2-(5-methyl-2-phenyl-4-oxazolyl)ethoxy]-5-pyridyl]propionitrile (2.0 g), palladium-carbon (5%, 0.2 g) and dioxane (30 ml) was subjected to catalytic reduction under 1 atmospheric pressure at room temperature. The catalyst was filtered off, then the filtrate was concentrated under reduced pressure. The concentrate was subjected to a silica gel column chromatography. From the fractions eluted with ethyl acetate--hexane (2:3, v/v), was obtained 3-[2-[2-(5-methyl-2-phenyl-... Starting materials: c1ccc(CN2CC3CC2CN3)cc1, CCN(CC)C(=O)Cl, ClC(Cl)Cl, I, I, [Na+], [OH-], O, Cc1ccc(S(=O)(=O)N2CC3CC2CN3Cc2ccccc2)cc1, Cc1ccc(S(=O)(=O)N2CCCC2(O)CO)cc1. The product is Cl, CCN(CC)C(=O)N1CC2CC1CN2Cc1ccccc1. RXN SMILES: [CH2:45]([N:46]1[CH2:47][CH:48]2[CH2:49][CH:50]1[CH2:51][NH:52]2)[c:53]1[cH:54][cH:55][cH:56][cH:57][cH:58]1.[CH2:61]([CH3:62])[N:63]([C:64](=[O:65])[Cl:66])[CH2:67][CH3:68].[CH:69]([Cl:70])([Cl:71])[Cl:72].[IH:43].[IH:44].[Na+:60].[OH-:59].[OH2:73].[S:19]([c:20]1[cH:21][cH:22][c:23]([CH3:24])[cH:25][cH:26]1)(=[O:27])(=[O:28])[N:29]1[CH:30]2[CH2:31][N:32]([CH2:36][c:37]3[cH:38][cH:39][cH:40][cH:41][cH:42]3)[CH:33]([CH2:34]1)[CH2:35]2.[S:1]([N:2]1[CH2:3][CH2:4][CH2:5][C:6]1([OH:7])[CH2:8][OH:9])([c:10]1[cH:11][cH:12][c:13]([CH3:14])[cH:15][cH:16]1)(=[O:17])=[O:18]>>[ClH:66].[N:29]1([C:64]([N:63]([CH2:61][CH3:62])[CH2:67][CH3:68])=[O:65])[CH:30]2[CH2:31][N:32]([CH2:36][c:37]3[cH:38][cH:39][cH:40][cH:41][cH:42]3)[CH:33]([CH2:34]1)[CH2:35]2. Starting materials: ClC1=CC(=NC=N1)N1CCOCC1 (4-(6-chloropyrimidin-4-yl)morpholine), O.NN (hydrazine hydrate). Solvent: C(C)O (ethanol). Product: N(N)C1=CC(=NC=N1)N1CCOCC1 (4-(6-Hydrazinopyrimidin-4-yl)morpholine). RXN SMILES: Cl[C:2]1[N:7]=[CH:6][N:5]=[C:4]([N:8]2[CH2:13][CH2:12][O:11][CH2:10][CH2:9]2)[CH:3]=1.O.[NH2:15][NH2:16]>C(O)C>[NH:15]([C:2]1[N:7]=[CH:6][N:5]=[C:4]([N:8]2[CH2:13][CH2:12][O:11][CH2:10][CH2:9]2)[CH:3]=1)[NH2:16] |f:1.2|. Reported procedure: 53.0 g (0.27 mol) of 4-(6-chloropyrimidin-4-yl)morpholine are initially charged in 260 ml of ethanol. 132.9 g (2.7 mol) of hydrazine hydrate are added, and the mixture is stirred under reflux for 16 h. The mixture is cooled to RT, and half of the solvent is removed by distillation. The mixture is then cooled to 0° C., and the solid formed is filtered off. The solid is washed with cold ethanol and initially air-dried and then dried under reduced pressure. Starting materials: N1(CCCCC1)CCO (2-piperidin-1-ylethanol), FC1=CC(=C(C=C1F)N)[N+](=O)[O-] (4,5-difluoro-2-nitrophenylamine), C([O-])(O)=O.[Na+] (sodium bicarbonate), [H-].[Na+] (sodium hydride). Run in C(C)(=O)OCC (ethyl acetate), CN(C=O)C (N,N-dimethylformamide), CN(C=O)C (DMF). Run at temperature 22 celsius, time 2 hour. Yields the product FC1=CC(=C(C=C1OCCN1CCCCC1)N)[N+](=O)[O-] (4-fluoro-2-nitro-5-(2-piperidin-1-ylethoxy)-phenylamine). The yield is 54.5%. As a reaction SMILES: [N:1]1([CH2:7][CH2:8][OH:9])[CH2:6][CH2:5][CH2:4][CH2:3][CH2:2]1.[H-].[Na+].[F:12][C:13]1[C:18](F)=[CH:17][C:16]([NH2:20])=[C:15]([N+:21]([O-:23])=[O:22])[CH:14]=1.C(=O)(O)[O-].[Na+]>CN(C)C=O.C(OCC)(=O)C>[F:12][C:13]1[C:18]([O:9][CH2:8][CH2:7][N:1]2[CH2:6][CH2:5][CH2:4][CH2:3][CH2:2]2)=[CH:17][C:16]([NH2:20])=[C:15]([N+:21]([O-:23])=[O:22])[CH:14]=1 |f:1.2,4.5|. Procedure details: A solution of 1.11 g of 2-piperidin-1-ylethanol in 20 mL of N,N-dimethylformamide (DMF) is cooled to 0° C. with an ice bath. 689 mg of sodium hydride (60% in suspension in oil) are added in small portions. The suspension obtained is added dropwise to a suspension containing 500 mg of 4,5-difluoro-2-nitrophenylamine and 724 mg of sodium bicarbonate in 15 mL of DMF. The reaction medium is stirred at ambient temperature (22° C.) for 2 hours and then heated at 90° C. for 1 hour. The solvent is conce... Reactants: OC1=C(C=CC=C1)NC(=O)C1=NC(=C(C(=C1)N)Cl)Cl (N-(2-hydroxyphenyl)-4-amino-5,6-dichloropyridine-2-carboxamide), C1(=CC=C(C=C1)S(=O)(=O)O)C (p-toluenesulfonic acid). Procedure: A solution of N-(2-hydroxyphenyl)-4-amino-5,6-dichloropyridine-2-carboxamide (1.80 g, 5.7 mmol) (obtained from N-(2-hydroxyphenyl)-2-(4,5,6-trichloro)pyridinecarboxamide via azide formation followed by sodium borohydride reduction) and p-toluenesulfonic acid (0.2 g) in toluene (50 mL) was refluxed overnight under nitrogen with a Dean-Stark trap. After cooling, the reaction mixture was diluted with ethyl acetate and THF, and the organic mixture washed with saturated aqueous sodium bicarbonate. Th... Isolated yield 80.7%. RXN SMILES: O[C:2]1[CH:7]=[CH:6][CH:5]=[CH:4][C:3]=1[NH:8][C:9]([C:11]1[CH:16]=[C:15]([NH2:17])[C:14]([Cl:18])=[C:13]([Cl:19])[N:12]=1)=[O:10].C1(C)C=CC(S(O)(=O)=O)=CC=1>C1(C)C=CC=CC=1.C(OCC)(=O)C.C1COCC1>[NH2:17][C:15]1[CH:16]=[C:11]([C:9]2[O:10][C:2]3[CH:7]=[CH:6][CH:5]=[CH:4][C:3]=3[N:8]=2)[N:12]=[C:13]([Cl:19])[C:14]=1[Cl:18]. Product: NC1=C(C(=NC(=C1)C=1OC2=C(N1)C=CC=C2)Cl)Cl (4-amino-2,3-dichloro-6-(2-benzoxazolyl)pyridine). Solvent: C1(=CC=CC=C1)C (toluene), C(C)(=O)OCC (ethyl acetate), C1CCOC1 (THF). The reactants are CC1CNCC(C)N1, CC#N, O=[N+]([O-])c1ccc(F)cc1. The product is CC1CN(c2ccc([N+](=O)[O-])cc2)CC(C)N1. RXN SMILES: [CH3:11][CH:12]1[NH:13][CH:14]([CH3:18])[CH2:15][NH:16][CH2:17]1.[CH3:19][C:20]#[N:21].[F:1][c:2]1[cH:3][cH:4][c:5]([N+:8](=[O:9])[O-:10])[cH:6][cH:7]1>>[c:2]1([N:16]2[CH2:15][CH:14]([CH3:18])[NH:13][CH:12]([CH3:11])[CH2:17]2)[cH:3][cH:4][c:5]([N+:8](=[O:9])[O-:10])[cH:6][cH:7]1. Reactants: N=C(C1=NC=C(C=C1)Br)NO (2-(imino-N-hydroxyaminomethyl)-5-bromopyridine), C(C)(=O)OC(C)=O (acetic anhydride). Yields the product CC1=NC(=NO1)C1=NC=C(C=C1)Br (2-[5-Methyl-(1,2,4)-oxadiazol-3-yl]-5-bromopyridine). Reaction SMILES: [NH:1]=[C:2]([NH:10][OH:11])[C:3]1[CH:8]=[CH:7][C:6]([Br:9])=[CH:5][N:4]=1.[C:12](OC(=O)C)(=O)[CH3:13]>>[CH3:12][C:13]1[O:11][N:10]=[C:2]([C:3]2[CH:8]=[CH:7][C:6]([Br:9])=[CH:5][N:4]=2)[N:1]=1. Procedure details: In 250 ml of acetic anhydride was dissolved 8.6 g of 2-(imino-N-hydroxyaminomethyl)-5-bromopyridine and the solution was refluxed for one day. After completion of the reaction, the same post-treatment as in Preparation Example. 13 was conducted to give the title compound. 2.8 g. Reactants: C(C)(C)(C)OC(=O)N1CC(N(C2=C(C1)C=CC=C2)C)=O (1-methyl-2-oxo-1,2,3,5-tetrahydro-benzo[e][1,4]diazepine-4-carboxylic acid tert-butyl ester), FC(C(=O)O)(F)F (trifluoroacetic acid), C(=O)(C(F)(F)F)O (TFA). Solvent: C(Cl)Cl (DCM), C(Cl)Cl (DCM). Conditions: time 1 hour. Product: FC(C(=O)O)(F)F (trifluoroacetic acid), CN1C(CNCC2=C1C=CC=C2)=O (1-methyl-1,3,4,5-tetrahydrobenzo[e][1,4]diazepin-2-one). Yield: 95.0%. As a reaction SMILES: C(OC([N:8]1[CH2:14][C:13]2[CH:15]=[CH:16][CH:17]=[CH:18][C:12]=2[N:11]([CH3:19])[C:10](=[O:20])[CH2:9]1)=O)(C)(C)C.[F:21][C:22]([F:27])([F:26])[C:23]([OH:25])=[O:24]>C(Cl)Cl>[F:21][C:22]([F:27])([F:26])[C:23]([OH:25])=[O:24].[CH3:19][N:11]1[C:12]2[CH:18]=[CH:17][CH:16]=[CH:15][C:13]=2[CH2:14][NH:8][CH2:9][C:10]1=[O:20]. Procedure: To a solution of 1-methyl-2-oxo-1,2,3,5-tetrahydro-benzo[e][1,4]diazepine-4-carboxylic acid tert-butyl ester (70 mg, 0.25 mmol) in dry DCM (10 mL), was added trifluoroacetic acid (0.75 mL, 3 mL/mmol). The mixture was stirred at r.t. for 1 h. After the completion of the reaction as confirmed by TLC, excess of TFA and DCM were evaporated in vacuo to afford trifluoroacetic acid salt of 1-methyl-1,3,4,5-tetrahydrobenzo[e][1,4]diazepin-2-one (70 mg, 95%) as a gummy solid which was used as such for ne...